This data is from the Open Reaction Database (ORD), a public repository of structured organic reaction records. The task is: describe an organic reaction: reactants, conditions, products, and yield The reactants are C(C1=CC=CC=C1)OCCC[C@@H](CO[Si](C)(C)C(C)(C)C)C ((s)-1-benzyloxy-5-(tert-butyldimethylsilyloxy)-4-methyl-pentane). The reagents and catalysts are [OH-].[OH-].[Pd+2] (Pd(OH)2 on activated charcoal). The solvent is C(C)O (ethanol), C1=CCCCC1 (cyclohexene). Reaction conditions: time 8 hour. Yields the product [Si](C)(C)(C(C)(C)C)OC[C@H](CCCO)C ((S)-5-(tert-Butyidimethylsilyloxy)-4-methyl-pentan-1-ol). Isolated yield 162.1%. As a reaction SMILES: C([O:8][CH2:9][CH2:10][CH2:11][C@H:12]([CH3:22])[CH2:13][O:14][Si:15]([C:18]([CH3:21])([CH3:20])[CH3:19])([CH3:17])[CH3:16])C1C=CC=CC=1>C(O)C.C1CCCCC=1.[OH-].[OH-].[Pd+2]>[Si:15]([O:14][CH2:13][C@@H:12]([CH3:22])[CH2:11][CH2:10][CH2:9][OH:8])([C:18]([CH3:20])([CH3:21])[CH3:19])([CH3:17])[CH3:16] |f:3.4.5|. Procedure: Catalytic Transfer Hydrogenolysis Protocol: 48.5 mg of Pd(OH)2 on activated charcoal (20%) (Pearlman's catalyst) is added to a solution of (S)-1-benzyloxy-5-(tert-butyldimethylsilyloxy)-4-methyl-pentane 5 (485 mg, 1.5 mmol) in 12.0 ml of absolute ethanol and 6.0 ml of cyclohexene. The mixture is heated under ref lux until the reaction is completed (tic monitoring). If starting material can still be detected after 8 h, some catalyst is added and refluxing is continued until the reaction is comple... Starting materials: COC1=CC=C(C=C1)O (4-methoxyphenol), XN-1010, CC(C)=C (isobutylene). Run in stainless steel. Run at temperature 20 celsius, time 5 hour. The product is COC1=CC=C(C=C1)OC(C)(C)C (t-butyl 4-methoxyphenyl ether). Isolated yield 70.0%. Reaction SMILES: [CH3:1][O:2][C:3]1[CH:8]=[CH:7][C:6]([OH:9])=[CH:5][CH:4]=1.[CH3:10][C:11](=[CH2:13])[CH3:12]>>[CH3:1][O:2][C:3]1[CH:8]=[CH:7][C:6]([O:9][C:11]([CH3:13])([CH3:12])[CH3:10])=[CH:5][CH:4]=1. Reported procedure: To a 300 cc stainless steel stirred autoclave may be added 124 g (1.0 mol) 4-methoxyphenol and 10 g of XN-1010, a cation exchange resin bearing sulfonic acid groups supplied by Rohm and Haas Co. The system may be charged with 56 g (1.0 mol) isobutylene and the mixture stirred 5 hours at 20° C. Resin may be removed by filtration and unreacted phenol may be removed by washing the filtrate with an aqueous solution of 10% sodium hydroxide. The organic material may be washed with water to remove caus... The product is CC=1C=C(C=CC1OCC(C(C)(C)C)=O)C(CC)(CC)C1=CC(=C(C=C1)OCC(C(C)(C)C)=O)C (3,3-bis[3-methyl-4-(3,3-dimethyl-2-oxobutoxy)phenyl]pentane). The reactants are CC=1C=C(C=CC1OCC(C(C)(C)C)=O)C1(CCCCC1)C1=CC(=C(C=C1)OCC(C(C)(C)C)=O)C (1,1-bis[3-methyl-4-(3,3-dimethyl-2-oxobutoxy)phenyl]cyclohexane), C1=CC=C(C(=C1)C2=CC(=CC=C2)O)O (diphenol). Reported procedure: Compound 7 was prepared analogously to Compound 4 except that the compound of Example 3 (6) was used instead of the compound of Example 1 (3). 1HNMR (CDCl3) δ: 6.89 (m, 4 H, Ar—H), 6.49 (d, J=8.3 Hz, 2 H, Ar—H), 4.82 (s, 4 H, CH2O), 2.23 (s, 6 H, Ar—CH3), 2.00 (q, J=7.3 Hz, 4 H, CH2CH3), 1.23 (s, 18 H, t-Bu), 0.58 (t, J=7.3 Hz, 6 H, CH2CH3). As a reaction SMILES: [CH3:1][C:2]1[CH:3]=[C:4]([C:16]2([C:22]3[CH:27]=[CH:26][C:25]([O:28][CH2:29][C:30](=[O:35])[C:31]([CH3:34])([CH3:33])[CH3:32])=[C:24]([CH3:36])[CH:23]=3)[CH2:21][CH2:20]C[CH2:18][CH2:17]2)[CH:5]=[CH:6][C:7]=1[O:8][CH2:9][C:10](=[O:15])[C:11]([CH3:14])([CH3:13])[CH3:12].C1C=C(C2C=CC=C(O)C=2)C(O)=CC=1>>[CH3:36][C:24]1[CH:23]=[C:22]([C:16]([C:4]2[CH:5]=[CH:6][C:7]([O:8][CH2:9][C:10](=[O:15])[C:11]([CH3:14])([CH3:13])[CH3:12])=[C:2]([CH3:1])[CH:3]=2)([CH2:17][CH3:18])[CH2:21][CH3:20])[CH:27]=[CH:26][C:25]=1[O:28][CH2:29][C:30](=[O:35])[C:31]([CH3:32])([CH3:33])[CH3:34]. The reactants are CCCC[N+](CCCC)(CCCC)CCCC, CCOC(C)=O, [F-], CCCC(=O)Nc1nn(COCC[Si](C)(C)C)c2cc(-c3ccc(F)cc3)ccc12, C1CCOC1. RXN SMILES: [CH3:2][CH2:3][CH2:4][CH2:5][N+:6]([CH2:7][CH2:8][CH2:9][CH3:10])([CH2:11][CH2:12][CH2:13][CH3:14])[CH2:15][CH2:16][CH2:17][CH3:18].[CH3:49][CH2:50][O:51][C:52](=[O:53])[CH3:54].[F-:1].[F:19][c:20]1[cH:21][cH:22][c:23](-[c:26]2[cH:27][cH:28][c:29]3[c:30]([NH:43][C:44]([CH2:45][CH2:46][CH3:47])=[O:48])[n:31][n:32]([CH2:35][O:36][CH2:37][CH2:38][Si:39]([CH3:40])([CH3:41])[CH3:42])[c:33]3[cH:34]2)[cH:24][cH:25]1.[O:55]1[CH2:56][CH2:57][CH2:58][CH2:59]1>>[F:19][c:20]1[cH:21][cH:22][c:23](-[c:26]2[cH:27][cH:28][c:29]3[c:30]([NH:43][C:44]([CH2:45][CH2:46][CH3:47])=[O:48])[n:31][nH:32][c:33]3[cH:34]2)[cH:24][cH:25]1. Product: CCCC(=O)Nc1n[nH]c2cc(-c3ccc(F)cc3)ccc12. Starting materials: BrC1=CN=CC2=CC=CC(=C12)NC1CCN(CC1)C(=O)OC(C)(C)C (4-(4-bromo-5-isoquinolyl)amino-1-(tert-butoxycarbonyl)piperidine), Cl.CO (hydrogen chloride methanol). Yields the product Cl.BrC1=CN=CC2=CC=CC(=C12)NC1CCNCC1 (4-(4-bromo-5-isoquinolyl)aminopiperidine hydrochloride). RXN SMILES: [Br:1][C:2]1[C:11]2[C:6](=[CH:7][CH:8]=[CH:9][C:10]=2[NH:12][CH:13]2[CH2:18][CH2:17][N:16](C(OC(C)(C)C)=O)[CH2:15][CH2:14]2)[CH:5]=[N:4][CH:3]=1.[ClH:26].CO>>[ClH:26].[Br:1][C:2]1[C:11]2[C:6](=[CH:7][CH:8]=[CH:9][C:10]=2[NH:12][CH:13]2[CH2:18][CH2:17][NH:16][CH2:15][CH2:14]2)[CH:5]=[N:4][CH:3]=1 |f:1.2,3.4|. Reported procedure: According to the method of Example 1, Step C, deprotection was performed (50° C., 2 hours) by using Intermediate 71 (123 mg) and 10% hydrogen chloride/methanol solution (6 ml). The reaction mixture was cooled to room temperature, and then the solvent was evaporated under reduced pressure. The residue was added with methanol (2 ml) and diethyl ether (6 ml). The deposited precipitates were collected by filtration and washed with diethyl ether to obtain the title compound (52 mg) as light yellow po... Reactants: Clc1ccccc1Cl, CCCNC(=O)C#CC(CF)(CF)Oc1ccc(C(F)(F)F)cc1. Yields the product CCCNC(=O)C1=CC(CF)(CF)Oc2ccc(C(F)(F)F)cc21. Reaction SMILES: [Cl:25][c:26]1[cH:27][cH:28][cH:29][cH:30][c:31]1[Cl:32].[F:1][CH2:2][C:3]([C:4]#[C:5][C:6](=[O:7])[NH:8][CH2:9][CH2:10][CH3:11])([O:12][c:13]1[cH:14][cH:15][c:16]([C:19]([F:20])([F:21])[F:22])[cH:17][cH:18]1)[CH2:23][F:24]>>[F:1][CH2:2][C:3]1([CH2:23][F:24])[CH:4]=[C:5]([C:6](=[O:7])[NH:8][CH2:9][CH2:10][CH3:11])[c:18]2[c:13]([cH:14][cH:15][c:16]([C:19]([F:20])([F:21])[F:22])[cH:17]2)[O:12]1.